Dataset: the Open Reaction Database (ORD), a public repository of structured organic reaction records. Task: describe an organic reaction: reactants, conditions, products, and yield Starting materials: NCC1=C(N)C=CC=C1OCC(CNC(C)(C)C)O (2-aminomethyl-3-(3-tert.-butylamino-2-hydroxy-propoxy)-aniline), ClC(=O)OC (methyl chloroformate), C[O-].[Na+] (sodium methylate). Solvent: C(C)(C)O (isopropanol), O (water), CO (methanol). Product: C(C)(C)(C)NCC(COC1=C2CNC(NC2=CC=C1)=O)O (5-(3-tert.-butylamino-2-hydroxy-propoxy)-3,4-dihydro-1H-quinazolin-2-one). Reaction SMILES: [NH2:1][CH2:2][C:3]1[C:9]([O:10][CH2:11][CH:12]([OH:19])[CH2:13][NH:14][C:15]([CH3:18])([CH3:17])[CH3:16])=[CH:8][CH:7]=[CH:6][C:4]=1[NH2:5].Cl[C:21](OC)=[O:22].C[O-].[Na+]>C(O)(C)C.O.CO>[C:15]([NH:14][CH2:13][CH:12]([OH:19])[CH2:11][O:10][C:9]1[CH:8]=[CH:7][CH:6]=[C:4]2[C:3]=1[CH2:2][NH:1][C:21](=[O:22])[NH:5]2)([CH3:16])([CH3:18])[CH3:17] |f:2.3|. Procedure details: Analogously to Example 4(f), 8.0 g of 2-aminomethyl-3-(3-tert.-butylamino-2-hydroxy-propoxy)-aniline are reacted first with 3.3 g of methyl chloroformate in a mixture of 28 ml of isopropanol and 28 ml of water and then with 3.2 g of sodium methylate in 30 ml of methanol. After working up, 5-(3-tert.-butylamino-2-hydroxy-propoxy)-3,4-dihydro-1H-quinazolin-2-one with a melting point of 204°-205° is obtained. Starting materials: OC1=C(C=C(C=C1OC)CCCC1C(NC(O1)=O)=O)OC (5-[3-(4-hydroxy-3,5-dimethoxyphenyl)propyl]-2,4-oxazolidinedione), ClCC=1N=C(OC1C)\C=C\C1=CC=CC=C1 (4-chloromethyl-5-methyl-2-[(E)-styryl]oxazole). Yields the product COC=1C=C(C=C(C1OCC=1N=C(OC1)\C=C\C1=CC=CC=C1)OC)CCCC1C(NC(O1)=O)=O (5-[3-[3,5-dimethoxy-4-[2-[(E)-styryl]-4-oxazolylmethoxy]phenyl]propyl]-2,4-oxazolidinedione). Reaction SMILES: [OH:1][C:2]1[C:7]([O:8][CH3:9])=[CH:6][C:5]([CH2:10][CH2:11][CH2:12][CH:13]2[O:17][C:16](=[O:18])[NH:15][C:14]2=[O:19])=[CH:4][C:3]=1[O:20][CH3:21].Cl[CH2:23][C:24]1[N:25]=[C:26](/[CH:30]=[CH:31]/[C:32]2[CH:37]=[CH:36][CH:35]=[CH:34][CH:33]=2)[O:27][C:28]=1C>>[CH3:9][O:8][C:7]1[CH:6]=[C:5]([CH2:10][CH2:11][CH2:12][CH:13]2[O:17][C:16](=[O:18])[NH:15][C:14]2=[O:19])[CH:4]=[C:3]([O:20][CH3:21])[C:2]=1[O:1][CH2:23][C:24]1[N:25]=[C:26](/[CH:30]=[CH:31]/[C:32]2[CH:37]=[CH:36][CH:35]=[CH:34][CH:33]=2)[O:27][CH:28]=1. Reported procedure: In substantially the same manner as in Working Example 9, 5-[3-(4-hydroxy-3,5-dimethoxyphenyl)propyl]-2,4-oxazolidinedione was reacted with 4-chloromethyl-5-methyl-2-[(E)-styryl]oxazole to obtain 5-[3-[3,5-dimethoxy-4-[2-[(E)-styryl]-4-oxazolylmethoxy]phenyl]propyl]-2,4-oxazolidinedione, which was recrystallized from ethyl acetate-hexane to give colorless prisms, m.p.94-95° C. The reactants are CCOC(=O)Cn1c2c(c3ccccc31)CN(C(=O)OC(C)(C)C)CC2, CCOC(C)=O, Cl. Reaction SMILES: [C:1]([O:2][C:3](=[O:4])[N:8]1[CH2:9][c:10]2[c:11]([n:12]([CH2:19][C:20](=[O:21])[O:22][CH2:23][CH3:24])[c:13]3[cH:14][cH:15][cH:16][cH:17][c:18]23)[CH2:25][CH2:26]1)([CH3:5])([CH3:6])[CH3:7].[CH3:28][CH2:29][O:30][C:31](=[O:32])[CH3:33].[ClH:27]>>[ClH:27].[NH:8]1[CH2:9][c:10]2[c:11]([n:12]([CH2:19][C:20](=[O:21])[O:22][CH2:23][CH3:24])[c:13]3[cH:14][cH:15][cH:16][cH:17][c:18]23)[CH2:25][CH2:26]1. Product: Cl, CCOC(=O)Cn1c2c(c3ccccc31)CNCC2. Reactants: BrCCOC1=C(C=C(C(=O)O)C=C1)F (4-(2-Bromoethoxy)-3-fluorobenzoic acid), S(=O)(Cl)Cl (thionyl chloride). Product: BrCCOC1=C(C=C(C(=O)Cl)C=C1)F (4-(2-bromoethoxy)-3-fluorobenzoyl chloride). Yield: 93.0%. Reaction SMILES: [Br:1][CH2:2][CH2:3][O:4][C:5]1[CH:13]=[CH:12][C:8]([C:9](O)=[O:10])=[CH:7][C:6]=1[F:14].S(Cl)([Cl:17])=O>>[Br:1][CH2:2][CH2:3][O:4][C:5]1[CH:13]=[CH:12][C:8]([C:9]([Cl:17])=[O:10])=[CH:7][C:6]=1[F:14]. Procedure details: 4-(2-Bromoethoxy)-3-fluorobenzoic acid (1.08 g, 4.1 mmol) and thionyl chloride (10 mL) were refluxed for 7 h. The excess of thionyl chloride was removed by repeated evaporation with dry toluene in vacuo, giving 1.07 g (93% yield) subtitle compound as a brown oil. 1H NMR (400 MHz, CDCl3) δ 7.93 (d, J=8.8 Hz, 1H), 7.86 (d, J=11.2 Hz, 1H), 7.04 (dd, J=8.4 Hz, 8.4 Hz, 1H), 4.46 (t, J=6.4 Hz, 2H), 3.70 (t, J=6.4 Hz, 2H). The reactants are COC(=O)c1ccc(C(CCCC(F)(F)F)Oc2ccc(Br)cc2)cc1, CCOCC, Cl, [Na+], C1CCOC1, [OH-], O. Product: O=C(O)c1ccc(C(CCCC(F)(F)F)Oc2ccc(Br)cc2)cc1. Reaction SMILES: [CH3:1][O:2][C:3]([c:4]1[cH:5][cH:6][c:7]([CH:10]([CH2:11][CH2:12][CH2:13][C:14]([F:15])([F:16])[F:17])[O:18][c:19]2[cH:20][cH:21][c:22]([Br:25])[cH:23][cH:24]2)[cH:8][cH:9]1)=[O:26].[CH3:35][CH2:36][O:37][CH2:38][CH3:39].[ClH:27].[Na+:34].[O:28]1[CH2:29][CH2:30][CH2:31][CH2:32]1.[OH-:33].[OH2:40]>>[O:2]=[C:3]([c:4]1[cH:5][cH:6][c:7]([CH:10]([CH2:11][CH2:12][CH2:13][C:14]([F:15])([F:16])[F:17])[O:18][c:19]2[cH:20][cH:21][c:22]([Br:25])[cH:23][cH:24]2)[cH:8][cH:9]1)[OH:26].